From a dataset of the Open Reaction Database (ORD), a public repository of structured organic reaction records. describe an organic reaction: reactants, conditions, products, and yield Starting materials: CC(=O)Cl, CC(O)(C(=O)Nc1ccc(S(=O)(=O)c2ccccc2)cc1N)C(F)(F)F, O, c1ccncc1. Yields the product CC(=O)Nc1cc(S(=O)(=O)c2ccccc2)ccc1NC(=O)C(C)(O)C(F)(F)F. As a reaction SMILES: [CH3:1][C:2]([Cl:3])=[O:4].[NH2:5][c:6]1[c:7]([NH:21][C:22]([C:23]([C:24]([F:25])([F:26])[F:27])([CH3:28])[OH:29])=[O:30])[cH:8][cH:9][c:10]([S:12](=[O:13])(=[O:14])[c:15]2[cH:16][cH:17][cH:18][cH:19][cH:20]2)[cH:11]1.[OH2:31].[cH:32]1[cH:33][cH:34][n:35][cH:36][cH:37]1>>[CH3:1][C:2](=[O:4])[NH:5][c:6]1[c:7]([NH:21][C:22]([C:23]([C:24]([F:25])([F:26])[F:27])([CH3:28])[OH:29])=[O:30])[cH:8][cH:9][c:10]([S:12](=[O:13])(=[O:14])[c:15]2[cH:16][cH:17][cH:18][cH:19][cH:20]2)[cH:11]1. Reactants: Fc1cccc(CBr)c1, O=[N+]([O-])c1ccc(S)cc1. Product: O=[N+]([O-])c1ccc(SCc2cccc(F)c2)cc1. Reaction SMILES: [F:11][c:12]1[cH:13][c:14]([CH2:15][Br:16])[cH:17][cH:18][cH:19]1.[N+:1](=[O:2])([O-:3])[c:4]1[cH:5][cH:6][c:7]([SH:10])[cH:8][cH:9]1>>[N+:1](=[O:2])([O-:3])[c:4]1[cH:5][cH:6][c:7]([S:10][CH2:15][c:14]2[cH:13][c:12]([F:11])[cH:19][cH:18][cH:17]2)[cH:8][cH:9]1. The reactants are C(=O)=O (carbon dioxide), N[C@H]1CC2=C(C=CC=C2CC1)N1CCN(CC1)C ((R)-2-amino-8-(4-methylpiperazin-1-yl)-1,2,3,4-tetrahydronaphthalene), N1(CCCCC1)C1=CC=C(C(=O)O)C=C1 (4-piperidinobenzoic acid), Bas 1968, C(=O)(N1C=NC=C1)N1C=NC=C1 (1,1′-carbonyldiimidazole). The solvent is CN(C=O)C (N,N-dimethylformamide), CN(C=O)C (N,N-dimethylformamide). Run at temperature 75 celsius, time 17 hour. The product is CN1CCN(CC1)C=1C=CC=C2CC[C@H](CC12)C1=C(C(=O)N)C=CC(=C1)N1CCCCC1 ((R)-[8-(4-methylpiperazin-1-yl)-1,2,3,4-tetrahydro-2-naphthyl]-4-piperidinobenzamide). Yield: 42.3%. As a reaction SMILES: [N:1]1([C:7]2[CH:15]=[CH:14][C:10]([C:11]([OH:13])=O)=[CH:9][CH:8]=2)[CH2:6][CH2:5][CH2:4][CH2:3][CH2:2]1.C(N1C=CN=C1)([N:18]1C=CN=C1)=O.C(=O)=O.N[C@@H:32]1[CH2:41][CH2:40][C:39]2[C:34](=[C:35]([N:42]3[CH2:47][CH2:46][N:45]([CH3:48])[CH2:44][CH2:43]3)[CH:36]=[CH:37][CH:38]=2)[CH2:33]1>CN(C)C=O>[CH3:48][N:45]1[CH2:44][CH2:43][N:42]([C:35]2[CH:36]=[CH:37][CH:38]=[C:39]3[C:34]=2[CH2:33][C@H:32]([C:9]2[CH:8]=[C:7]([N:1]4[CH2:2][CH2:3][CH2:4][CH2:5][CH2:6]4)[CH:15]=[CH:14][C:10]=2[C:11]([NH2:18])=[O:13])[CH2:41][CH2:40]3)[CH2:47][CH2:46]1. Procedure: To a solution of 4-piperidinobenzoic acid (88 mg, 0.43 mmol; described in: Weringa, W. D.; Janssen, M. J. Recl. Trav. Chim. Pays-Bas 1968, 87(12), 1372-1380) in anhydrous N,N-dimethylformamide (5 mL) was added 1,1′-carbonyldiimidazole (73 mg, 0.45 mmol) and the reaction was heated at 75° C. When the carbon dioxide evolution had ceased (after 30 min), the reaction was cooled to room temperature and a solution of (R)-2-amino-8-(4-methylpiperazin-1-yl)-1,2,3,4-tetrahydronaphthalene (100 mg, 0.41 mm... Starting materials: C(C)(C)C1=NC(=C(C(=C1CO)C1=CC=C(C=C1)CC)C=CCCC)C(C)C (2,6-Diisopropyl-3-hydroxymethyl-4-(4-ethylphenyl)-5-(pent-1-enyl)pyridine), C25H37NO. Run in C(C)(=O)OCC.CCCCCC (ethyl acetate n-hexane). Product: C(C)(C)C1=NC(=C(C(=C1CO)C1=CC=C(C=C1)CC)CCCCC)C(C)C (2,6-Diisopropyl-3-hydroxymethyl-4-(4-ethylphenyl)-5-pentylpyridine). As a reaction SMILES: [CH:1]([C:4]1[C:9]([CH2:10][OH:11])=[C:8]([C:12]2[CH:17]=[CH:16][C:15]([CH2:18][CH3:19])=[CH:14][CH:13]=2)[C:7]([CH:20]=[CH:21][CH2:22][CH2:23][CH3:24])=[C:6]([CH:25]([CH3:27])[CH3:26])[N:5]=1)([CH3:3])[CH3:2]>C(OCC)(=O)C.CCCCCC>[CH:1]([C:4]1[C:9]([CH2:10][OH:11])=[C:8]([C:12]2[CH:13]=[CH:14][C:15]([CH2:18][CH3:19])=[CH:16][CH:17]=2)[C:7]([CH2:20][CH2:21][CH2:22][CH2:23][CH3:24])=[C:6]([CH:25]([CH3:26])[CH3:27])[N:5]=1)([CH3:3])[CH3:2] |f:1.2|. Procedure details: The title compound was prepared from 2,6-diisopropyl-3-hydroxymethyl-4-(4ethylphenyl)5(pent-1-enyl)pyridine (Example 131) by the procedure described in Example 126. 1H NMR (300 MHz, CDCl3): δ 0.77 (t, J=7.0 Hz, 3 H), 1.0-1.40 (m, 22 H), 2.28 (m, 2 H), 2.73 (q, J=7.5 Hz, 2 H), 3.35 (m, 1 H), 3.45 (m, 1 H), 4.35 (s, 2 H), 7.10 (d, J=8.0 Hz, 2 H), 7.18-7.34 (d, J=8.0 Hz, 2 H). FAB-MS: calculated for C25H37NO 368; found 368 (M+H, 100%). Rf=0.31 (10% ethyl acetate/n-hexane). mp 87-88° C.